This data is from the Open Reaction Database (ORD), a public repository of structured organic reaction records. The task is: describe an organic reaction: reactants, conditions, products, and yield Starting materials: COC=1C=C2CCN=CC2=CC1OC (6,7-dimethoxy-3,4-dihydroisoquinoline), C(C1=CC=CC=C1)Cl (benzyl chloride). As a reaction SMILES: [CH3:1][O:2][C:3]1[CH:4]=[C:5]2[C:10](=[CH:11][C:12]=1[O:13][CH3:14])[CH:9]=[N:8][CH2:7][CH2:6]2.[CH2:15]([Cl:22])[C:16]1[CH:21]=[CH:20][CH:19]=[CH:18][CH:17]=1>O1CCOCC1>[Cl-:22].[CH2:15]([N+:8]1[CH2:7][CH2:6][C:5]2[C:10](=[CH:11][C:12]([O:13][CH3:14])=[C:3]([O:2][CH3:1])[CH:4]=2)[CH:9]=1)[C:16]1[CH:21]=[CH:20][CH:19]=[CH:18][CH:17]=1 |f:3.4|. Run in O1CCOCC1 (dioxan). Procedure: The title compound is prepared analogously to Example A from 6,7-dimethoxy-3,4-dihydroisoquinoline and benzyl chloride in dioxan. The melting point: 181°-183° C. (Decomp.) Product: [Cl-].C(C1=CC=CC=C1)[N+]1=CC2=CC(=C(C=C2CC1)OC)OC (2-Benzyl-6,7-dimethoxy-3,4-dihydroisoquinolinium chloride). The reactants are CC(=NOCc1ccccc1)c1cccc(C#N)c1, CC(C)C[Al+]CC(C)C, Cc1ccccc1, [Cl-], [H-], [NH4+], O=S(=O)(O)O. The product is CC(=NOCc1ccccc1)c1cccc(C=O)c1. RXN SMILES: [CH2:1]([c:2]1[cH:3][cH:4][cH:5][cH:6][cH:7]1)[O:8][N:9]=[C:10]([CH3:11])[c:12]1[cH:13][c:14]([C:15]#[N:16])[cH:17][cH:18][cH:19]1.[CH2:21]([Al+:22][CH2:23][CH:24]([CH3:25])[CH3:26])[CH:27]([CH3:28])[CH3:29].[CH3:37][c:38]1[cH:39][cH:40][cH:41][cH:42][cH:43]1.[Cl-:30].[H-:20].[NH4+:31].[S:32]([OH:33])(=[O:34])(=[O:35])[OH:36]>>[CH2:1]([c:2]1[cH:3][cH:4][cH:5][cH:6][cH:7]1)[O:8][N:9]=[C:10]([CH3:11])[c:12]1[cH:13][c:14]([CH:15]=[O:33])[cH:17][cH:18][cH:19]1. Starting materials: FC(F)(F)c1ccc(Br)nc1, C1CCC2=NCCCN2CC1, CC(C)c1cc(C#N)cc2nc(-c3ccc(C#CCC4CCNCC4)cc3)oc12. The product is CC(C)c1cc(C#N)cc2nc(-c3ccc(C#CCC4CCN(c5ccc(C(F)(F)F)cn5)CC4)cc3)oc12. Reaction SMILES: [Br:30][c:31]1[n:32][cH:33][c:34]([C:37]([F:38])([F:39])[F:40])[cH:35][cH:36]1.[CH2:41]1[CH2:42][CH2:43][C:44]2=[N:49][CH2:48][CH2:47][CH2:46][N:45]2[CH2:50][CH2:51]1.[CH:1]([CH3:2])([CH3:3])[c:4]1[cH:5][c:6]([C:28]#[N:29])[cH:7][c:8]2[n:9][c:10](-[c:13]3[cH:14][cH:15][c:16]([C:19]#[C:20][CH2:21][CH:22]4[CH2:23][CH2:24][NH:25][CH2:26][CH2:27]4)[cH:17][cH:18]3)[o:11][c:12]12>>[CH:1]([CH3:2])([CH3:3])[c:4]1[cH:5][c:6]([C:28]#[N:29])[cH:7][c:8]2[n:9][c:10](-[c:13]3[cH:14][cH:15][c:16]([C:19]#[C:20][CH2:21][CH:22]4[CH2:23][CH2:24][N:25]([c:31]5[n:32][cH:33][c:34]([C:37]([F:38])([F:39])[F:40])[cH:35][cH:36]5)[CH2:26][CH2:27]4)[cH:17][cH:18]3)[o:11][c:12]12. The reactants are O=C([O-])[O-], CS(C)=O, N#Cc1ccc(F)c2ccccc12, [K+], [K+], NC(=O)C1CCCN1, O. Product: N#Cc1ccc(N2CCCC2C(N)=O)c2ccccc12. RXN SMILES: [C:22](=[O:23])([O-:24])[O-:25].[CH3:28][S:29]([CH3:30])=[O:31].[F:9][c:10]1[cH:11][cH:12][c:13]([C:20]#[N:21])[c:14]2[cH:15][cH:16][cH:17][cH:18][c:19]12.[K+:26].[K+:27].[NH:1]1[CH:2]([C:3](=[O:4])[NH2:5])[CH2:6][CH2:7][CH2:8]1.[OH2:32]>>[N:1]1([c:10]2[cH:11][cH:12][c:13]([C:20]#[N:21])[c:14]3[cH:15][cH:16][cH:17][cH:18][c:19]23)[CH:2]([C:3](=[O:4])[NH2:5])[CH2:6][CH2:7][CH2:8]1.